Dataset: the Open Reaction Database (ORD), a public repository of structured organic reaction records. Task: describe an organic reaction: reactants, conditions, products, and yield Reactants: [OH-].[Na+] (sodium hydroxide), CC=1C=[N+](C=2CCCCC2C1[N+](=O)[O-])[O-] (3-methyl-4-nitro-5,6,7,8-tetrahydroquinoline-N-oxide), C(C=C)O (allyl alcohol), O (water). Reaction conditions: time 3 hour. The product is C(C=C)OC1=C(C=[N+](C=2CCCCC12)[O-])C (4-allyloxy-3-methyl-5,6,7,8-tetrahydroquinoline-N-oxide). Reaction SMILES: [CH3:1][C:2]1[CH:3]=[N+:4]([O-:15])[C:5]2[CH2:6][CH2:7][CH2:8][CH2:9][C:10]=2[C:11]=1[N+]([O-])=O.[OH-].[Na+].O.[CH2:19]([OH:22])[CH:20]=[CH2:21]>>[CH2:19]([O:22][C:11]1[C:10]2[CH2:9][CH2:8][CH2:7][CH2:6][C:5]=2[N+:4]([O-:15])=[CH:3][C:2]=1[CH3:1])[CH:20]=[CH2:21] |f:1.2|. Procedure: 2.0 Grams of 3-methyl-4-nitro-5,6,7,8-tetrahydroquinoline-N-oxide was dissolved in allyl alcohol. Then 0.6 g of sodium hydroxide was added thereto, and the mixture was stirred at 70°-80° C. for 3 hours. After the reaction was completed, the reaction mixture was concentrated under reduced pressure, to the residue thus obtained was added water, and was extracted with chloroform. The chloroform layer was washed with an aqueous solution saturated with sodium chloride, then dried with anhydrous magne... Starting materials: C1CCOC1, Cl, CC(C)(C)OC(=O)NCc1cccc(-c2ccc(C=C3SC(=O)NC3=O)cc2)c1, c1ccncc1. The product is CC(C)(C)OC(=O)NCc1cccc(-c2ccc(CC3SC(=O)NC3=O)cc2)c1. RXN SMILES: [CH2:37]1[O:38][CH2:39][CH2:40][CH2:41]1.[ClH:36].[O:1]=[C:2]1[S:3][C:4](=[CH:8][c:9]2[cH:10][cH:11][c:12](-[c:15]3[cH:16][c:17]([CH2:21][NH:22][C:23]([O:24][C:25]([CH3:26])([CH3:27])[CH3:28])=[O:29])[cH:18][cH:19][cH:20]3)[cH:13][cH:14]2)[C:5](=[O:7])[NH:6]1.[cH:30]1[cH:31][cH:32][n:33][cH:34][cH:35]1>>[O:1]=[C:2]1[S:3][CH:4]([CH2:8][c:9]2[cH:10][cH:11][c:12](-[c:15]3[cH:16][c:17]([CH2:21][NH:22][C:23]([O:24][C:25]([CH3:26])([CH3:27])[CH3:28])=[O:29])[cH:18][cH:19][cH:20]3)[cH:13][cH:14]2)[C:5](=[O:7])[NH:6]1. The reactants are OCC(CS)(CC)CO (2,2-Di-(hydroxymethyl)-butanethiol), COC(C1=CC=C(C=C1)Br)(OC)OC (trimethyl 4-bromo-orthobenzoate). Solvent: C(C)N(CC)CC (triethylamine). Reaction conditions: time 45 minute. Yields the product BrC1=CC=C(C=C1)C12OCC(CO1)(CS2)CC (1-(4-Bromophenyl)-4-ethyl-2,6-dioxa-7-thiabicyclo[2,2,2]octane). Reaction SMILES: [OH:1][CH2:2][C:3]([CH2:8][OH:9])([CH2:6][CH3:7])[CH2:4][SH:5].CO[C:12](OC)(OC)[C:13]1[CH:18]=[CH:17][C:16]([Br:19])=[CH:15][CH:14]=1>C(N(CC)CC)C>[Br:19][C:16]1[CH:17]=[CH:18][C:13]([C:12]23[S:5][CH2:4][C:3]([CH2:6][CH3:7])([CH2:8][O:9]2)[CH2:2][O:1]3)=[CH:14][CH:15]=1. Procedure: (iv)a) 2,2-Di-(hydroxymethyl)-butanethiol (0.5 g.), trimethyl 4-bromo-orthobenzoate 2 (1.0 g.) and triethylamine (0.1 ml.) were heated at 130°, under a current of nitrogen, for 45 minutes. The volatile components were removed in vacuo (2.00 mm.), at 140°. The residue was purified by chromatography on alumina (alumina Woelm TSC) eluting with 1:6 dichloromethane: hexane, saturated with ammonia. 1-(4-Bromophenyl)-4-ethyl-2,6-dioxa-7-thiabicyclo[2,2,2]octane was obtained as colourless crystals (80 m... Yield: 93.3%. Starting materials: BrC1=CN=C2N1C1=CC=CC=C1N=C2Cl (1-bromo-4-chloro-imidazo[1,2-a]quinoxaline), C(C(C)C)N (isobutylamine), CCN(C(C)C)C(C)C (DIPEA), O (water). Yields the product BrC1=CN=C2N1C1=CC=CC=C1N=C2NCC(C)C ((1-bromo-imidazo[1,2-a]quinoxalin-4-yl)-isobutyl-amine). Reaction SMILES: [Br:1][C:2]1[N:6]2[C:7]3[C:12]([N:13]=[C:14](Cl)[C:5]2=[N:4][CH:3]=1)=[CH:11][CH:10]=[CH:9][CH:8]=3.[CH2:16]([NH2:20])[CH:17]([CH3:19])[CH3:18].CCN(C(C)C)C(C)C.O>CN1C(=O)CCC1>[Br:1][C:2]1[N:6]2[C:7]3[C:12]([N:13]=[C:14]([NH:20][CH2:16][CH:17]([CH3:19])[CH3:18])[C:5]2=[N:4][CH:3]=1)=[CH:11][CH:10]=[CH:9][CH:8]=3. The solvent is CN1CCCC1=O (NMP). Procedure details: To a stirred solution of 1-bromo-4-chloro-imidazo[1,2-a]quinoxaline (14.13 g, 50 mmol) in NMP (400 mL) was added isobutylamine (9.94 mL, 100 mmol) and DIPEA (26.13 mL, 150 mmol) at room temperature in a microwave reactor. The solution was heated at 170° C. under microwave irradiation for 60 min. After cooling, water was added to the solution and the precipitate was filtered and the residue was washed with water and dried to give (1-bromo-imidazo[1,2-a]quinoxalin-4-yl)-isobutyl-amine (14.89 g, 93... Conditions: temperature 170 celsius. Starting materials: C(C)(=O)O (acetic acid), [Na] (sodium), CO (methanol), C=C1N2CCC(C1=O)CC2 (2-methylene-3-quinuclidinone), C(C1=CC=CC=C1)C(=O)C (methyl benzyl ketone). Run at temperature 0 celsius, time 48 hour. Product: C1(=CC=CC=C1)C(CCC)C(CCCCCCC)=O (4-phenyl dodecan-5-one). Isolated yield 60.0%. As a reaction SMILES: [Na].[CH2:2]([C:9]([CH3:11])=[O:10])[C:3]1[CH:8]=[CH:7][CH:6]=[CH:5][CH:4]=1.[CH2:12]=[C:13]1[C:18](=O)[CH:17]2[CH2:20][CH2:21]N1CC2.[C:22](O)(=O)[CH3:23].[CH3:26]O>>[C:3]1([CH:2]([C:9](=[O:10])[CH2:11][CH2:21][CH2:20][CH2:17][CH2:18][CH2:13][CH3:12])[CH2:26][CH2:22][CH3:23])[CH:8]=[CH:7][CH:6]=[CH:5][CH:4]=1 |^1:0|. Procedure details: To a solution prepared from 3 g sodium metal in 100 ml absolute methanol there was added 45 g methyl benzyl ketone. The resulting solution was refluxed for 30 minutes, cooled to 0° C. and 39 g 2-methylene-3-quinuclidinone was added. The solution was stirred at ambient temperature during 48 hours, neutralized by the addition of 3 ml acetic acid and the solvents were removed under reduced pressure. There was obtained a crude oil which was extracted with chloroform. After evaporation of the solvent... As a reaction SMILES: C([O:8][C:9]1[CH:14]=[CH:13][C:12](C2C=C3C(C(C4C=CC5C(=CC=CC=5)C=4)=NN3S(C3C(C)=CC(C)=CC=3C)(=O)=O)=CC=2)=[CH:11][C:10]=1[O:46][CH3:47])C1C=CC=CC=1.C(OC1C=CC([C:62]2[CH:70]=[C:69]3[C:65]([C:66]([C:71]4[CH:80]=[CH:79][C:78]5[C:73](=[CH:74][CH:75]=[CH:76][CH:77]=5)[CH:72]=4)=[N:67][NH:68]3)=[CH:64][CH:63]=2)=CC=1OC)C1C=CC=CC=1>C(OCC)(=O)C.CCCCCC>[CH:72]1[C:73]2[C:78](=[CH:77][CH:76]=[CH:75][CH:74]=2)[CH:79]=[CH:80][C:71]=1[C:66]1[C:65]2[C:69](=[CH:70][CH:62]=[CH:63][CH:64]=2)[N:68]([C:12]2[CH:13]=[CH:14][C:9]([OH:8])=[C:10]([O:46][CH3:47])[CH:11]=2)[N:67]=1 |f:2.3|. Reactants: C(C1=CC=CC=C1)OC1=C(C=C(C=C1)C1=CC=C2C(=NN(C2=C1)S(=O)(=O)C1=C(C=C(C=C1C)C)C)C1=CC2=CC=CC=C2C=C1)OC (6-(4-Benzyloxy-3-methoxy-phenyl)-3-naphthalen-2-yl-1-(2,4,6-trimethyl-benzenesulfonyl)-1H-indazole), C(C1=CC=CC=C1)OC1=C(C=C(C=C1)C1=CC=C2C(=NNC2=C1)C1=CC2=CC=CC=C2C=C1)OC (6-(4-benzyloxy-3-methoxy-phenyl)-3-naphthalen-2-yl-1H-indazole). The solvent is C(C)(=O)OCC.CCCCCC (ethyl acetate hexane). Reported procedure: 6-(4-Benzyloxy-3-methoxy-phenyl)-3-naphthalen-2-yl-1-(2,4,6-trimethyl-benzenesulfonyl)-1H-indazole was converted to 6-(4-benzyloxy-3-methoxy-phenyl)-3-naphthalen-2-yl-1H-indazole as described in Example 1(a), step (ix). Rf sm 0.40, p 0.17 (ethyl acetate-hexane 3:7); 1H NMR (CDCl3) δ 8.40 (s, 1H), 8.12 (d, 1H, J=8.5 Hz), 8.10 (dd, 1H, J=1.6, 8.4 Hz), 7.93 (d, 1H, J=8.3 Hz), 7.88 (m, 2H), 7.61 (m, 1H) 7.56 (s, 1H), 7.43 (m, 5H), 7.30 (m 3H), 7.15 (d, 1H, J=2.0 Hz), 7.08 (dd, 1H, J=2.1, 8.3 Hz), 6.... Yields the product C1=C(C=CC2=CC=CC=C12)C1=NN(C2=CC=CC=C12)C1=CC(=C(C=C1)O)OC (3-(Naphthalen-2-yl)(3-methoxy-4-hydroxy-phenyl)-1H-indazole).